This data is from the Open Reaction Database (ORD), a public repository of structured organic reaction records. The task is: describe an organic reaction: reactants, conditions, products, and yield Reactants: FC(C=1C=C2C=C(N(C2=CC1)CC1=CC=NC=C1)C(=O)O)(F)F (5-trifluoromethyl-1-[(pyridin-4-yl)methyl]-1H-indole-2-carboxylic acid), ClC1=NC=C(C=C1)N (2-chloro-5-aminopyridine). Product: ClC1=CC=C(C=N1)NC(=O)C=1N(C2=CC=C(C=C2C1)C(F)(F)F)CC1=CC=NC=C1 (N-[6-Chloropyridin-3-yl]-1-[(pyridin-4-yl)methyl]-5-trifluoromethyl-1H-indole-2-carboxamide). Isolated yield 74.4%. Reaction SMILES: [F:1][C:2]([F:23])([F:22])[C:3]1[CH:4]=[C:5]2[C:9](=[CH:10][CH:11]=1)[N:8]([CH2:12][C:13]1[CH:18]=[CH:17][N:16]=[CH:15][CH:14]=1)[C:7]([C:19]([OH:21])=O)=[CH:6]2.[Cl:24][C:25]1[CH:30]=[CH:29][C:28]([NH2:31])=[CH:27][N:26]=1>>[Cl:24][C:25]1[N:26]=[CH:27][C:28]([NH:31][C:19]([C:7]2[N:8]([CH2:12][C:13]3[CH:14]=[CH:15][N:16]=[CH:17][CH:18]=3)[C:9]3[C:5]([CH:6]=2)=[CH:4][C:3]([C:2]([F:1])([F:22])[F:23])=[CH:11][CH:10]=3)=[O:21])=[CH:29][CH:30]=1. Procedure details: The process is carried out according to the method described in example 3.1, using 0.5 g (1.56 mmol) of 5-trifluoromethyl-1-[(pyridin-4-yl)methyl]-1H-indole-2-carboxylic acid, prepared in step 16.1, and 0.22 g (1.72 mmol) of 2-chloro-5-aminopyridine. 0.5 g of the expected product is isolated by this method, which product is used as it is in the rest of the synthesis. The reactants are [Br-], C1CCOC1, COc1ccccc1C[P+](c1ccccc1)(c1ccccc1)c1ccccc1, COC(=O)CCCCC(C=O)Cc1ccc(C(=O)OC)cc1, O. The product is COC(=O)CCCCC(C=Cc1ccccc1OC)Cc1ccc(C(=O)OC)cc1. RXN SMILES: [Br-:1].[CH2:53]1[O:54][CH2:55][CH2:56][CH2:57]1.[CH3:2][O:3][c:4]1[c:5]([CH2:6][P+:7]([c:8]2[cH:9][cH:10][cH:11][cH:12][cH:13]2)([c:14]2[cH:15][cH:16][cH:17][cH:18][cH:19]2)[c:20]2[cH:21][cH:22][cH:23][cH:24][cH:25]2)[cH:26][cH:27][cH:28][cH:29]1.[CH:30](=[O:31])[CH:32]([CH2:33][CH2:34][CH2:35][CH2:36][C:37](=[O:38])[O:39][CH3:40])[CH2:41][c:42]1[cH:43][cH:44][c:45]([C:48](=[O:49])[O:50][CH3:51])[cH:46][cH:47]1.[OH2:52]>>[CH3:2][O:3][c:4]1[c:5]([CH:6]=[CH:30][CH:32]([CH2:33][CH2:34][CH2:35][CH2:36][C:37](=[O:38])[O:39][CH3:40])[CH2:41][c:42]2[cH:43][cH:44][c:45]([C:48](=[O:49])[O:50][CH3:51])[cH:46][cH:47]2)[cH:26][cH:27][cH:28][cH:29]1. Starting materials: CC(=O)O, COC(=O)c1ccc(OCc2ccccc2)c(OC)c1, O=[N+]([O-])O. Yields the product COC(=O)c1cc(OC)c(OCc2ccccc2)cc1[N+](=O)[O-]. Reaction SMILES: [CH3:25][C:26](=[O:27])[OH:28].[CH3:5][O:6][c:7]1[cH:8][c:9]([C:10](=[O:11])[O:12][CH3:13])[cH:14][cH:15][c:16]1[O:17][CH2:18][c:19]1[cH:20][cH:21][cH:22][cH:23][cH:24]1.[OH:1][N+:2]([O-:3])=[O:4]>>[O-:1][N+:2](=[O:4])[c:14]1[c:9]([C:10](=[O:11])[O:12][CH3:13])[cH:8][c:7]([O:6][CH3:5])[c:16]([O:17][CH2:18][c:19]2[cH:20][cH:21][cH:22][cH:23][cH:24]2)[cH:15]1. Reactants: ClC1=CC=C(OC2=C3C(=CN=C2)SC(=C3)/C=C/C(=O)O)C=C1 ((E)-3-[4-(4-chlorophenoxy)thieno[2,3-c]pyridin-2-yl]-2- propenoic acid), O.ON1N=NC2=C1C=CC=C2 (N-hydroxybenzotriazole monohydrate), CN1CCOCC1 (4-methylmorpholine), NH4CN, C(CCl)Cl (EDC). The solvent is CN(C)C=O (DMF), C(Cl)(Cl)Cl (chloroform). Reaction conditions: temperature 0 celsius, time 10 hour. The product is ClC1=CC=C(OC2=C3C(=CN=C2)SC(=C3)/C=C/C(=O)N)C=C1 ((E)-3-[4-(4-chlorophenoxy)thieno[2,3-c]pyridin-2-yl]-2-propenamide). As a reaction SMILES: [Cl:1][C:2]1[CH:22]=[CH:21][C:5]([O:6][C:7]2[CH:12]=[N:11][CH:10]=[C:9]3[S:13][C:14](/[CH:16]=[CH:17]/[C:18](O)=[O:19])=[CH:15][C:8]=23)=[CH:4][CH:3]=1.O.O[N:25]1C2C=CC=CC=2N=N1.CN1CCOCC1.C(Cl)CCl>CN(C=O)C.C(Cl)(Cl)Cl>[Cl:1][C:2]1[CH:22]=[CH:21][C:5]([O:6][C:7]2[CH:12]=[N:11][CH:10]=[C:9]3[S:13][C:14](/[CH:16]=[CH:17]/[C:18]([NH2:25])=[O:19])=[CH:15][C:8]=23)=[CH:4][CH:3]=1 |f:1.2|. Procedure: A solution of Example 91C (51.5 mg, 0.155 mmol), N-hydroxybenzotriazole monohydrate (34.5 mg, 0.225 mmol), 4-methylmorpholine (47 mg, 0.464 mmol) and NH4CN (31.6 mg, 0.591 mmol) in DMF (1 mL) at 0° C. was treated with EDC (45.0 mg, 0.235 mmol), stirred at 0° C. for 4 hours and at room temperature for 10 hours, treated with chloroform (5 mL), washed sequentially with 1M NaHCO3 and brine, dried (Na2SO4), filtered, and concentrated. The residue was purified by flash chromatography on silica gel wit... Reported procedure: Boronic acid 9 (5.70 g, 9.14 mmol) is coupled to 4-bromopyridine hydrochloride (2.13 g, 11.0 mmol) using Method A to give the title compound. Product: ClC=1C2=C(SC1C(=O)N(C1CCC(CC1)N(C(OC(C)(C)C)=O)C)CC1=C(C=CC(=C1)C1=CC=NC=C1)OC)C(=CC=C2F)F (tert-Butyl {4-[(3-chloro-4,7-difluoro-benzo[b]thiophene-2-carbonyl)-(2-methoxy-5-pyridin-4-yl-benzyl)-amino]-cyclohexyl}-methyl-carbamate). As a reaction SMILES: [C:1]([N:8]([CH3:42])[CH:9]1[CH2:14][CH2:13][CH:12]([N:15]([CH2:30][C:31]2[CH:32]=[C:33](B(O)O)[CH:34]=[CH:35][C:36]=2[O:37][CH3:38])[C:16]([C:18]2[S:22][C:21]3[C:23]([F:28])=[CH:24][CH:25]=[C:26]([F:27])[C:20]=3[C:19]=2[Cl:29])=[O:17])[CH2:11][CH2:10]1)([O:3][C:4]([CH3:7])([CH3:6])[CH3:5])=[O:2].Cl.Br[C:45]1[CH:50]=[CH:49][N:48]=[CH:47][CH:46]=1>>[Cl:29][C:19]1[C:20]2[C:26]([F:27])=[CH:25][CH:24]=[C:23]([F:28])[C:21]=2[S:22][C:18]=1[C:16]([N:15]([CH2:30][C:31]1[CH:32]=[C:33]([C:45]2[CH:50]=[CH:49][N:48]=[CH:47][CH:46]=2)[CH:34]=[CH:35][C:36]=1[O:37][CH3:38])[CH:12]1[CH2:11][CH2:10][CH:9]([N:8]([CH3:42])[C:1](=[O:2])[O:3][C:4]([CH3:5])([CH3:7])[CH3:6])[CH2:14][CH2:13]1)=[O:17] |f:1.2|. Starting materials: C(=O)(OC(C)(C)C)N(C1CCC(CC1)N(C(=O)C1=C(C2=C(S1)C(=CC=C2F)F)Cl)CC=2C=C(C=CC2OC)B(O)O)C (3-{[[4-(BOC-methyl-amino)-cyclohexyl]-(3-chloro-4,7-difluoro-benzo[b]thiophene-2-carbonyl)-amino]-methyl}-4-methoxy-benzene boronic acid), Cl.BrC1=CC=NC=C1 (4-bromopyridine hydrochloride). Starting materials: CC#N, Cl, CCN(CC1(F)CN(C(=O)c2ccc(F)c(F)c2Nc2ccc(I)cc2F)C1)C(=O)OC(C)(C)C, C1COCCO1. Yields the product CCNCC1(F)CN(C(=O)c2ccc(F)c(F)c2Nc2ccc(I)cc2F)C1. Reaction SMILES: [CH3:37][C:38]#[N:39].[ClH:36].[F:1][c:2]1[c:3]([NH:27][c:28]2[c:29]([F:35])[cH:30][c:31]([I:34])[cH:32][cH:33]2)[c:4]([C:9](=[O:10])[N:11]2[CH2:12][C:13]([F:15])([CH2:16][N:17]([C:18](=[O:19])[O:20][C:21]([CH3:22])([CH3:23])[CH3:24])[CH2:25][CH3:26])[CH2:14]2)[cH:5][cH:6][c:7]1[F:8].[O:40]1[CH2:41][CH2:42][O:43][CH2:44][CH2:45]1>>[F:1][c:2]1[c:3]([NH:27][c:28]2[c:29]([F:35])[cH:30][c:31]([I:34])[cH:32][cH:33]2)[c:4]([C:9](=[O:10])[N:11]2[CH2:12][C:13]([F:15])([CH2:16][NH:17][CH2:25][CH3:26])[CH2:14]2)[cH:5][cH:6][c:7]1[F:8]. Reactants: Cl, NCCO, O=C1CNC(=O)N1, COc1cc(C=O)ccc1O, O. The product is COc1cc(C=C2NC(=O)NC2=O)ccc1O. As a reaction SMILES: [ClH:23].[NH2:19][CH2:20][CH2:21][OH:22].[O:12]=[C:13]1[CH2:14][NH:15][C:16](=[O:17])[NH:18]1.[O:1]=[CH:2][c:3]1[cH:4][c:5]([O:6][CH3:7])[c:8]([OH:9])[cH:10][cH:11]1.[OH2:24]>>[CH:2]([c:3]1[cH:4][c:5]([O:6][CH3:7])[c:8]([OH:9])[cH:10][cH:11]1)=[C:14]1[C:13](=[O:12])[NH:18][C:16](=[O:17])[NH:15]1.